Dataset: the Open Reaction Database (ORD), a public repository of structured organic reaction records. Task: describe an organic reaction: reactants, conditions, products, and yield Reactants: O=C(CBr)OCc1ccccc1, O=C([O-])[O-], CCCCN(CCCC)CCS(=O)(=O)Nc1ccc(C(=O)c2c(C)c(OC)c3ccccn23)cc1OC, CN(C)C=O, CCOC(C)=O, [K+], [K+], O. Product: CCCCN(CCCC)CCS(=O)(=O)N(CC(=O)OCc1ccccc1)c1ccc(C(=O)c2c(C)c(OC)c3ccccn23)cc1OC. As a reaction SMILES: [Br:44][CH2:45][C:46](=[O:47])[O:48][CH2:49][c:50]1[cH:51][cH:52][cH:53][cH:54][cH:55]1.[C:1](=[O:2])([O-:3])[O-:4].[CH2:7]([CH2:8][CH2:9][CH3:10])[N:11]([CH2:12][CH2:13][S:14](=[O:15])(=[O:16])[NH:17][c:18]1[c:19]([O:38][CH3:39])[cH:20][c:21]([C:24](=[O:25])[c:26]2[c:27]([CH3:37])[c:28]([O:35][CH3:36])[c:29]3[cH:30][cH:31][cH:32][cH:33][n:34]23)[cH:22][cH:23]1)[CH2:40][CH2:41][CH2:42][CH3:43].[CH3:57][N:58]([CH3:59])[CH:60]=[O:61].[CH3:62][CH2:63][O:64][C:65](=[O:66])[CH3:67].[K+:5].[K+:6].[OH2:56]>>[CH2:7]([CH2:8][CH2:9][CH3:10])[N:11]([CH2:12][CH2:13][S:14](=[O:15])(=[O:16])[N:17]([c:18]1[c:19]([O:38][CH3:39])[cH:20][c:21]([C:24](=[O:25])[c:26]2[c:27]([CH3:37])[c:28]([O:35][CH3:36])[c:29]3[cH:30][cH:31][cH:32][cH:33][n:34]23)[cH:22][cH:23]1)[CH2:45][C:46](=[O:47])[O:48][CH2:49][c:50]1[cH:51][cH:52][cH:53][cH:54][cH:55]1)[CH2:40][CH2:41][CH2:42][CH3:43].